This data is from the Open Reaction Database (ORD), a public repository of structured organic reaction records. The task is: describe an organic reaction: reactants, conditions, products, and yield The product is CC1(c2ccc([N+](=O)[O-])cc2)C(=O)Nc2cc(Cl)cc(Cl)c2C1=O. RXN SMILES: [CH2:29]1[O:30][CH2:31][CH2:32][CH2:33]1.[CH3:3][O:4][C:5]([c:6]1[c:7]([NH:14][C:15]([CH:16]([CH3:17])[c:18]2[cH:19][cH:20][c:21]([N+:24](=[O:25])[O-:26])[cH:22][cH:23]2)=[O:27])[cH:8][c:9]([Cl:13])[cH:10][c:11]1[Cl:12])=[O:28].[H-:1].[Na+:2]>>[C:5]1(=[O:28])[c:6]2[c:7]([cH:8][c:9]([Cl:13])[cH:10][c:11]2[Cl:12])[NH:14][C:15](=[O:27])[C:16]1([CH3:17])[c:18]1[cH:19][cH:20][c:21]([N+:24](=[O:25])[O-:26])[cH:22][cH:23]1. The reactants are C1CCOC1, COC(=O)c1c(Cl)cc(Cl)cc1NC(=O)C(C)c1ccc([N+](=O)[O-])cc1, [H-], [Na+]. Starting materials: Cl.CN(CCCN=C=NCC)C (N-(3-dimethylaminopropyl)-N′-ethylcarbodiimide hydrochloride), C(C)(C)(C)OC(=O)N(C)[C@@H](C(=O)O)CC1=CC2=CC=CC=C2C=C1 ((2R)-2-(N-(tert-butoxycarbonyl)-N-methylamino)-3-(2-naphthyl)-propionic acid), ON1N=NC2=C1N=CC=C2 (1-hydroxy-7-azabenzotriazole), CN(C)CC1CCN(CC1)C([C@@H](CC1=CC=CC=C1)NC)=O ((2R)-1-(4-((dimethylamino)methyl)piperidin-1-yl)-2-(methylamino)-3-phenylpropan-1-one), C(C)N(C(C)C)C(C)C (ethyldiisopropylamine). The solvent is C(C)(=O)OCC (ethyl acetate), ClCCl (dichloromethane), CN(C=O)C (N,N-dimethylformamide), ClCCl (dichloromethane), CN(C=O)C (N,N-dimethylformamide). Reaction conditions: temperature 0 celsius, time 20 minute. The product is C(C)(C)(C)OC(N(C)[C@H](CC1=CC2=CC=CC=C2C=C1)C(N(C)[C@@H](C(=O)N1CCC(CC1)CN(C)C)CC1=CC=CC=C1)=O)=O (N-((1R)-1-{N-[(1R)-1-benzyl-2-(4-((dimethylamino)methyl)piperidin-1-yl)-2-oxoethyl]-N-methylcarbamoyl}-2-(2-naphthyl)ethyl)-N-methylcarbamic acid tert-butyl ester). The yield is 78.7%. As a reaction SMILES: Cl.CN(C)CCCN=C=NCC.[C:13]([O:17][C:18]([N:20]([C@H:22]([CH2:26][C:27]1[CH:36]=[CH:35][C:34]2[C:29](=[CH:30][CH:31]=[CH:32][CH:33]=2)[CH:28]=1)[C:23]([OH:25])=O)[CH3:21])=[O:19])([CH3:16])([CH3:15])[CH3:14].ON1C2N=CC=CC=2N=N1.[CH3:47][N:48]([CH2:50][CH:51]1[CH2:56][CH2:55][N:54]([C:57](=[O:68])[C@H:58]([NH:66][CH3:67])[CH2:59][C:60]2[CH:65]=[CH:64][CH:63]=[CH:62][CH:61]=2)[CH2:53][CH2:52]1)[CH3:49].C(N(C(C)C)C(C)C)C>ClCCl.CN(C)C=O.C(OCC)(=O)C>[C:13]([O:17][C:18](=[O:19])[N:20]([C@@H:22]([C:23](=[O:25])[N:66]([C@H:58]([CH2:59][C:60]1[CH:61]=[CH:62][CH:63]=[CH:64][CH:65]=1)[C:57]([N:54]1[CH2:55][CH2:56][CH:51]([CH2:50][N:48]([CH3:49])[CH3:47])[CH2:52][CH2:53]1)=[O:68])[CH3:67])[CH2:26][C:27]1[CH:36]=[CH:35][C:34]2[C:29](=[CH:30][CH:31]=[CH:32][CH:33]=2)[CH:28]=1)[CH3:21])([CH3:16])([CH3:15])[CH3:14] |f:0.1|. Procedure: At 0° C., N-(3-dimethylaminopropyl)-N′-ethylcarbodiimide hydrochloride (416 mg, 2.17 mmol) was added to a solution of (2R)-2-(N-(tert-butoxycarbonyl)-N-methylamino)-3-(2-naphthyl)-propionic acid (715 mg, 2.17 mmol) and 1-hydroxy-7-azabenzotriazole (296 mg, 2.17 mmol) in dichloromethane (20 ml) and N,N-dimethylformamide (10 ml). The reaction mixture was stirred for 20 min at 0° C. A solution of (2R)-1-(4-((dimethylamino)methyl)piperidin-1-yl)-2-(methylamino)-3-phenylpropan-1-one (659 mg, 2.17 mmo... The reactants are O (water), N#N.COC1=CC=C(C=C1)C(C1=CC=CC=C1)(C1=CC=CC=C1)NC=1NC(C=2N=CN(C2N1)COC(CO)CO)=O (N2 (4-methoxyphenyldiphenylmethyl)-9-(1,3-dihydroxy-2-propoxymethyl)guanine), C(CCCCCCC)(=O)Cl (n-octanoyl chloride). Reagents/catalysts: CN(C1=CC=NC=C1)C (4-dimethylaminopyridine). Solvent: N1=CC=CC=C1 (pyridine), C(Cl)Cl (methylene chloride). Conditions: time 15 hour. Yields the product N#N.COC1=CC=C(C=C1)C(C1=CC=CC=C1)(C1=CC=CC=C1)NC=1NC(C=2N=CN(C2N1)COC(COC(CCCCCCC)=O)COC(CCCCCCC)=O)=O (N2 (4-methoxyphenyldiphenylmethyl)-9-(1,3-din-octanoyloxy-2-propoxymethyl)guanine). As a reaction SMILES: [N:1]#[N:2].[CH3:3][O:4][C:5]1[CH:10]=[CH:9][C:8]([C:11]([NH:24][C:25]2[NH:26][C:27](=[O:41])[C:28]3[N:29]=[CH:30][N:31]([CH2:34][O:35][CH:36]([CH2:39][OH:40])[CH2:37][OH:38])[C:32]=3[N:33]=2)([C:18]2[CH:23]=[CH:22][CH:21]=[CH:20][CH:19]=2)[C:12]2[CH:17]=[CH:16][CH:15]=[CH:14][CH:13]=2)=[CH:7][CH:6]=1.[C:42](Cl)(=[O:50])[CH2:43][CH2:44][CH2:45][CH2:46][CH2:47][CH2:48][CH3:49].[OH2:52]>CN(C)C1C=CN=CC=1.N1C=CC=CC=1.C(Cl)Cl>[N:1]#[N:2].[CH3:3][O:4][C:5]1[CH:6]=[CH:7][C:8]([C:11]([NH:24][C:25]2[NH:26][C:27](=[O:41])[C:28]3[N:29]=[CH:30][N:31]([CH2:34][O:35][CH:36]([CH2:37][O:38][C:9](=[O:52])[CH2:10][CH2:5][CH2:6][CH2:7][CH2:8][CH2:11][CH3:12])[CH2:39][O:40][C:42](=[O:50])[CH2:43][CH2:44][CH2:45][CH2:46][CH2:47][CH2:48][CH3:49])[C:32]=3[N:33]=2)([C:12]2[CH:17]=[CH:16][CH:15]=[CH:14][CH:13]=2)[C:18]2[CH:19]=[CH:20][CH:21]=[CH:22][CH:23]=2)=[CH:9][CH:10]=1 |f:0.1,7.8|. Procedure: To a magnetically stirred solution of 1.05 g of N2 -(4-methoxyphenyldiphenylmethyl)-9-(1,3-dihydroxy-2-propoxymethyl)guanine and 25 mg of 4-dimethylaminopyridine in 30 ml of dry pyridine was added dropwise a solution of 1.2 g of n-octanoyl chloride in 10 ml of methylene chloride. After 15 hour, 1.5 ml of water was added and the solution concentrated at reduced pressure. The residue was chromatographed over silica gel eluting with 1:9 methanol:methylene chloride to give a white solid which was re... Starting materials: C(C)(=O)O[C@H]1[C@H](O[C@@H]([C@@H]([C@@H]1OC(C)=O)OC(C)=O)COC(C)=O)CCP([O-])([O-])=O.C(C)[NH+](CC)CC.C(C)[NH+](CC)CC (Bis(triethylammonium) 2-(2,3,4,6-tetra-O-acetyl-α-D-galactopyranosyl)-ethylphospho-nate). The yield is 57.5%. As a reaction SMILES: C([O:4][C@@H:5]1[C@@H:10]([O:11]C(=O)C)[C@@H:9]([O:15]C(=O)C)[C@@H:8]([CH2:19][O:20]C(=O)C)[O:7][C@@H:6]1[CH2:24][CH2:25][P:26](=[O:29])([O-:28])[O-:27])(=O)C.[CH2:30]([NH+:32]([CH2:35][CH3:36])[CH2:33][CH3:34])[CH3:31].[CH2:37]([NH+:39]([CH2:42][CH3:43])[CH2:40][CH3:41])[CH3:38]>O.CO.CCN(CC)CC>[C@H:6]1([CH2:24][CH2:25][P:26](=[O:27])([O-:29])[O-:28])[O:7][C@H:8]([CH2:19][OH:20])[C@H:9]([OH:15])[C@H:10]([OH:11])[C@H:5]1[OH:4].[CH2:30]([NH+:32]([CH2:35][CH3:36])[CH2:33][CH3:34])[CH3:31].[CH2:37]([NH+:39]([CH2:42][CH3:43])[CH2:40][CH3:41])[CH3:38] |f:0.1.2,3.4.5,6.7.8|. The solvent is O.CO.CCN(CC)CC (H2O MeOH Et3N). Product: [C@H]1([C@H](O)[C@@H](O)[C@@H](O)[C@H](O1)CO)CCP([O-])([O-])=O.C(C)[NH+](CC)CC.C(C)[NH+](CC)CC (Bis(triethylammonium) 2-(α-D-galactopyranosyl)-ethylphosphonate). Procedure details: A solution of 6 (49.3 mg, 0.11 mmol) in H2O/MeOH/Et3N (7:3:1, 11 mL) was stirred for 16 h at room temperature. The reaction was evaporated to dryness and the residual white powder was purified by Purification Method 1 (100% 0.05 M TEAB) to afford the triethylammonium salt of 7 as a colorless foam (30 mg, 99%): Rf 0.2 (iPrOH/H2O/aq. NH4OH 6:3:1); δH (400 MHz, D2O) 3.82-3.70 (m, 3H, H-3, H-6, H-7), 3.59 (dd, 1H, J1,2 3.4 Hz, J2,3 9.5 Hz, H-4), 3.54-3.43 (m, 3H, H-5, H-8a, H-8b), 2.97 (q, J=7.3 Hz,... Starting materials: NCCCOC1=C(C(=O)NC2=C(C(=O)NC3=NC=C(C=C3)Cl)C=C(C=C2)F)C=CC(=C1)N1CCOCC1 (2-[2-(3-aminopropoxy)-4-(morpholin-4-yl)benzoylamino]-N-(5-chloropyridin-2-yl)-5-fluorobenzamide), C=O (paraformaldehyde), Cl (HCl), C(#N)[BH3-].[Na+] (Sodium cyanoborohydride). The solvent is CO (MeOH), C(Cl)Cl (Methylene chloride), CC(=O)O (AcOH). Conditions: time 8 hour. Product: ClC=1C=CC(=NC1)NC(C1=C(C=CC(=C1)F)NC(C1=C(C=C(C=C1)N1CCOCC1)OCCCN(C)C)=O)=O (N-(5-Chloropyridin-2-yl)-2-[2-[3-(dimethylamino)propoxy]-4-(morpholin-4-yl)benzoylamino]-5-fluorobenzamide). The yield is 98.9%. As a reaction SMILES: N[CH2:2][CH2:3][CH2:4][O:5][C:6]1[CH:31]=[C:30]([N:32]2[CH2:37][CH2:36][O:35][CH2:34][CH2:33]2)[CH:29]=[CH:28][C:7]=1[C:8]([NH:10][C:11]1[CH:26]=[CH:25][C:24]([F:27])=[CH:23][C:12]=1[C:13]([NH:15][C:16]1[CH:21]=[CH:20][C:19]([Cl:22])=[CH:18][N:17]=1)=[O:14])=[O:9].[CH2:38]=O.[C:40]([BH3-])#[N:41].[Na+].Cl>C(Cl)Cl.CC(O)=O.CO>[Cl:22][C:19]1[CH:20]=[CH:21][C:16]([NH:15][C:13](=[O:14])[C:12]2[CH:23]=[C:24]([F:27])[CH:25]=[CH:26][C:11]=2[NH:10][C:8](=[O:9])[C:7]2[CH:28]=[CH:29][C:30]([N:32]3[CH2:37][CH2:36][O:35][CH2:34][CH2:33]3)=[CH:31][C:6]=2[O:5][CH2:4][CH2:3][CH2:2][N:41]([CH3:40])[CH3:38])=[N:17][CH:18]=1 |f:2.3|. Procedure details: A mixture of 2-[2-(3-aminopropoxy)-4-(morpholin-4-yl)benzoylamino]-N-(5-chloropyridin-2-yl)-5-fluorobenzamide (400 mg, 0.76 mmol), paraformaldehyde (96 mg, 3.19 mmol) and MeOH (75 mL) was adjusted to pH 5-6 with AcOH. Sodium cyanoborohydride (96 mg, 1.57 mmol) was added. After stirring overnight, the reaction was acidified with 1 N HCl (pH=2) and stirred for 2 hours. Methylene chloride was added to the mixture and it was basified with 50% satd Na2 CO3. The organic layer was dried (Na2 SO4) and c... Reactants: C(C)(C)(C)OC(=O)N1CCN(CC1)C1=NC=NC2=CC3=C(C=C12)OCCO3 (4-(6,7-ethylenedioxy-4-quinazolinyl)-1-piperazinecarboxylic acid tert-butyl ester), [N-]=C=S (isothiocyanate), C(C)(C)(C)OC(=O)N1CCN(CC1)C1=NC=NC2=CC(=C(C=C12)F)F (4-(6,7-difluoro-4-quinazolinyl)-1-piperazinecarboxylic acid tert-butyl ester), [N-]=C=O (isocyanate). The product is C1OC=2C=C3C(=NC=NC3=CC2O1)N1CCN(CC1)C(NCC=1C=NC=CC1)=S (4-(6,7-Methylenedioxy-4-quinazolinyl)-N-(3-picolyl)-1-piperazinethiocarboxamide). As a reaction SMILES: C(OC(N1[CH2:13][CH2:12][N:11]([C:14]2[C:23]3[C:18](=[CH:19][C:20]4[O:27][CH2:26]C[O:24][C:21]=4[CH:22]=3)[N:17]=[CH:16][N:15]=2)[CH2:10][CH2:9]1)=O)(C)(C)C.C(OC(N1CCN([C:41]2[C:50]3[C:45](=CC(F)=[C:48](F)[CH:49]=3)[N:44]=[CH:43][N:42]=2)CC1)=O)(C)(C)C.[N-]=C=O.[N-:56]=[C:57]=[S:58]>>[CH2:26]1[O:27][C:20]2[CH:19]=[C:18]3[C:23]([C:14]([N:11]4[CH2:10][CH2:9][N:56]([C:57](=[S:58])[NH:42][CH2:41][C:50]5[CH:45]=[N:44][CH:43]=[CH:48][CH:49]=5)[CH2:13][CH2:12]4)=[N:15][CH:16]=[N:17]3)=[CH:22][C:21]=2[O:24]1. Procedure: In the following Examples 372-375, substantially the same procedure as in Example 329 was repeated, except that 4-(6,7-ethylenedioxy-4-quinazolinyl)-1-piperazinecarboxylic acid tert-butyl ester obtained in Reference Example 14 was used in place of 4-(6,7-difluoro-4-quinazolinyl)-1-piperazinecarboxylic acid tert-butyl ester, and the corresponding isocyanate (used in Example 372) or isothiocyanate was used in place of 4-phenoxyphenyl isocyanate, to give the desired compound. Reactants: FC(OC=1C=C(C=CC1OC(F)F)C(CC1=CC=NC=C1)C=1C=NC(=CC1)OC1=CC=C(C=C1)OC(F)(F)F)F (4-{2-[3,4-Bis(difluoromethoxy)phenyl]-2-{6-[4-(trifluoromethoxy)phenoxy]-3-pyridyl}ethyl}pyridine), C1=CC=C(C(=C1)C(=O)[O-])C(=O)O[O-].[Mg+2] (MMPP), C1=CC=C(C(=C1)C(=O)[O-])C(=O)O[O-].[Mg+2] (MMPP). Solvent: C(Cl)Cl (CH2Cl2), CO (MeOH). Conditions: time 24 hour. Product: FC(OC=1C=C(C=CC1OC(F)F)C(CC1=CC=[N+](C=C1)[O-])C=1C=NC(=CC1)OC1=CC=C(C=C1)OC(F)(F)F)F (4-{2-[3,4-Bis(difluoromethoxy)phenyl]-2-{6-[4-(trifluoromethoxy)phenoxy]-3-pyridyl}ethyl}pyridine-N-oxide). Yield: 162.0%. As a reaction SMILES: [F:1][CH:2]([F:40])[O:3][C:4]1[CH:5]=[C:6]([CH:14]([C:22]2[CH:23]=[N:24][C:25]([O:28][C:29]3[CH:34]=[CH:33][C:32]([O:35][C:36]([F:39])([F:38])[F:37])=[CH:31][CH:30]=3)=[CH:26][CH:27]=2)[CH2:15][C:16]2[CH:21]=[CH:20][N:19]=[CH:18][CH:17]=2)[CH:7]=[CH:8][C:9]=1[O:10][CH:11]([F:13])[F:12].C1C=C(C([O-])=[O:48])C(C(O[O-])=O)=CC=1.[Mg+2]>C(Cl)Cl.CO>[F:40][CH:2]([F:1])[O:3][C:4]1[CH:5]=[C:6]([CH:14]([C:22]2[CH:23]=[N:24][C:25]([O:28][C:29]3[CH:34]=[CH:33][C:32]([O:35][C:36]([F:39])([F:38])[F:37])=[CH:31][CH:30]=3)=[CH:26][CH:27]=2)[CH2:15][C:16]2[CH:21]=[CH:20][N+:19]([O-:48])=[CH:18][CH:17]=2)[CH:7]=[CH:8][C:9]=1[O:10][CH:11]([F:13])[F:12] |f:1.2|. Procedure: To a solution of 4-{2-[3,4-bis(difluoromethoxy)phenyl]-2-{6-[4-(trifluoromethoxy)phenoxy]-3-pyridyl}ethyl}pyridine (340 mg, 0.598 mmol) from Step 5 above in a mixture of 6 mL of CH2Cl2 and 0.6 mL of MeOH, was added MMPP (222 mg, 0.359 mmol) in one portion. The mixture was stirred 24 h at room temperature and the reaction was completed with an other 50 mg of MMPP. The reaction was quenched with a saturated aqueous NaHCO3 solution and diluted with CH2Cl2. The organic layer was washed with brine, d... Reactants: OC=1C(=CC(=C(C(=O)OC)C1)[N+](=O)[O-])OC (methyl 5-hydroxy-4-methoxy-2-nitrobenzoate), [H][H] (hydrogen). The reagents and catalysts are [Pd] (Pd/C). Run in CCOC(=O)C (EtOAc). Product: NC1=C(C(=O)OC)C=C(C(=C1)OC)O (methyl 2-amino-5-hydroxy-4-methoxybenzoate). Isolated yield 91.9%. Reaction SMILES: [OH:1][C:2]1[C:3]([O:15][CH3:16])=[CH:4][C:5]([N+:12]([O-])=O)=[C:6]([CH:11]=1)[C:7]([O:9][CH3:10])=[O:8].[H][H]>CCOC(C)=O.[Pd]>[NH2:12][C:5]1[CH:4]=[C:3]([O:15][CH3:16])[C:2]([OH:1])=[CH:11][C:6]=1[C:7]([O:9][CH3:10])=[O:8]. Procedure details: According to the procedure described in Example 6A Step 3, a mixture of methyl 5-hydroxy-4-methoxy-2-nitrobenzoate (3.88 g, 17.1 mmol) and Pd/C in EtOAc (100 mL) was stirred under 1 atmosphere of hydrogen at room temperature overnight, to afford methyl 2-amino-5-hydroxy-4-methoxybenzoate as a solid (3.1 g, 92%). 1H NMR (300 MHz, DMSO-d6) δ 8.31 (s, 1H), 7.08 (s, 1H), 6.31 (s, 1H), 6.24 (s, 1H), 3.74 (s, 3H), 3.72 (s, 3H). Starting materials: COC(C1C(C(=O)OCc2cccc(-c3ccccc3)c2C)C1(C)C)C(Cl)(Cl)C(F)(F)F, CN(C)C=O, [Zn]. Yields the product Cc1c(COC(=O)C2C(C=C(Cl)C(F)(F)F)C2(C)C)cccc1-c1ccccc1. As a reaction SMILES: [CH3:1][C:2]1([CH3:32])[CH:3]([C:15](=[O:16])[O:17][CH2:18][c:19]2[c:20]([CH3:31])[c:21](-[c:25]3[cH:26][cH:27][cH:28][cH:29][cH:30]3)[cH:22][cH:23][cH:24]2)[CH:4]1[CH:5]([C:6]([C:7]([F:8])([F:9])[F:10])([Cl:11])[Cl:14])[O:12][CH3:13].[O:33]=[CH:34][N:35]([CH3:36])[CH3:37].[Zn:38]>>[CH3:1][C:2]1([CH3:32])[CH:3]([C:15](=[O:16])[O:17][CH2:18][c:19]2[c:20]([CH3:31])[c:21](-[c:25]3[cH:26][cH:27][cH:28][cH:29][cH:30]3)[cH:22][cH:23][cH:24]2)[CH:4]1[CH:5]=[C:6]([C:7]([F:8])([F:9])[F:10])[Cl:11].